Dataset: the Open Reaction Database (ORD), a public repository of structured organic reaction records. Task: describe an organic reaction: reactants, conditions, products, and yield Reactants: CO, Cl, NNC(N)=O, CC(=O)c1ccc2nnc(Cc3ccc4ncccc4c3)n2n1. Product: CC(=NNC(N)=O)c1ccc2nnc(Cc3ccc4ncccc4c3)n2n1. Reaction SMILES: [CH3:30][OH:31].[ClH:24].[NH:25]([NH2:26])[C:27](=[O:28])[NH2:29].[n:1]1[cH:2][cH:3][cH:4][c:5]2[cH:6][c:7]([CH2:11][c:12]3[n:13][n:14][c:15]4[n:16]3[n:17][c:18]([C:21]([CH3:22])=[O:23])[cH:19][cH:20]4)[cH:8][cH:9][c:10]12>>[n:1]1[cH:2][cH:3][cH:4][c:5]2[cH:6][c:7]([CH2:11][c:12]3[n:13][n:14][c:15]4[n:16]3[n:17][c:18]([C:21]([CH3:22])=[N:26][NH:25][C:27](=[O:28])[NH2:29])[cH:19][cH:20]4)[cH:8][cH:9][c:10]12. Starting materials: III, FC=1C=C(C=CC1)N=C=O (3-Fluorophenylisocyanate), NC1=CC=CC2=C1NC(=N2)C=2C(NC=CC2NC[C@H](C2=CC=CC=C2)O)=O (3-(7-amino-1H-benzoimidazol-2-yl)-4-((S)-2-hydroxy-2-phenyl-ethylamino)-1H-pyridin-2-one), N (ammonia), formula II. The solvent is C(Cl)Cl (DCM). Product: FC=1C=C(C=CC1)NC(=O)NC1=CC=CC=2N=C(NC21)C=2C(NC=CC2NC[C@H](C2=CC=CC=C2)O)=O (1-(3-Fluoro-phenyl)-3-{2-[4-((S)-2-hydroxy-2-phenyl-ethylamino)-2-oxo-1,2-dihydro-pyridin-3-yl]-3H-benzoimidazol-4-yl}-urea). The yield is 44.7%. Reaction SMILES: [F:1][C:2]1[CH:3]=[C:4]([N:8]=[C:9]=[O:10])[CH:5]=[CH:6][CH:7]=1.[NH2:11][C:12]1[C:17]2[NH:18][C:19]([C:21]3[C:22](=[O:37])[NH:23][CH:24]=[CH:25][C:26]=3[NH:27][CH2:28][C@@H:29]([OH:36])[C:30]3[CH:35]=[CH:34][CH:33]=[CH:32][CH:31]=3)=[N:20][C:16]=2[CH:15]=[CH:14][CH:13]=1.N>C(Cl)Cl>[F:1][C:2]1[CH:3]=[C:4]([NH:8][C:9]([NH:11][C:12]2[C:17]3[NH:18][C:19]([C:21]4[C:22](=[O:37])[NH:23][CH:24]=[CH:25][C:26]=4[NH:27][CH2:28][C@@H:29]([OH:36])[C:30]4[CH:31]=[CH:32][CH:33]=[CH:34][CH:35]=4)=[N:20][C:16]=3[CH:15]=[CH:14][CH:13]=2)=[O:10])[CH:5]=[CH:6][CH:7]=1. Reported procedure: 3-Fluorophenylisocyanate (0.023 g, 0.166 mmol) was added to a solution of 3-(7-amino-1H-benzoimidazol-2-yl)-4-((S)-2-hydroxy-2-phenyl-ethylamino)-1H-pyridin-2-one (0.060 g, 0.166 mmol) (Prepared according to the general method for the intermediates of formula II and III above) in DCM (4 ml) and the reaction stirred at room temperature. After 20 hours methanolic ammonia was added (5 ml) and the reaction stirred for a further 20 hours. The reaction mixture was concentrated under reduced pressure a... Reactants: FC(C(=O)O)(F)F (trifluoroacetic acid), C(C)(C)(C)NC(=O)C1=CN(C2=NC=C(N=C21)C2=NN(C1=CC=C(C=C21)OC(F)F)CC=2C=NC=CC2)COCC[Si](C)(C)C (2-(5-difluoromethoxy-1-pyridin-3-ylmethyl-1H-indazol-3-yl)-5-(2-trimethylsilanyl-ethoxymethyl)-5H-pyrrolo[2,3-b]pyrazine-7-carboxylic acid tert-butylamide), C(CN)N (ethylenediamine). Run in ClCCl (dichloromethane). Run at time 2 hour. Yields the product C(C)(C)(C)NC(=O)C1=CNC2=NC=C(N=C21)C2=NN(C1=CC=C(C=C21)OC(F)F)CC=2C=NC=CC2 (2-(5-difluoromethoxy-1-pyridin-3-ylmethyl-1H-indazol-3-yl)-5H-pyrrolo[2,3-b]pyrazine-7-carboxylic acid tert-butylamide). Yield: 84.4%. RXN SMILES: [C:1]([NH:5][C:6]([C:8]1[C:16]2[C:11](=[N:12][CH:13]=[C:14]([C:17]3[C:25]4[C:20](=[CH:21][CH:22]=[C:23]([O:26][CH:27]([F:29])[F:28])[CH:24]=4)[N:19]([CH2:30][C:31]4[CH:32]=[N:33][CH:34]=[CH:35][CH:36]=4)[N:18]=3)[N:15]=2)[N:10](COCC[Si](C)(C)C)[CH:9]=1)=[O:7])([CH3:4])([CH3:3])[CH3:2].FC(F)(F)C(O)=O.C(N)CN>ClCCl>[C:1]([NH:5][C:6]([C:8]1[C:16]2[C:11](=[N:12][CH:13]=[C:14]([C:17]3[C:25]4[C:20](=[CH:21][CH:22]=[C:23]([O:26][CH:27]([F:28])[F:29])[CH:24]=4)[N:19]([CH2:30][C:31]4[CH:32]=[N:33][CH:34]=[CH:35][CH:36]=4)[N:18]=3)[N:15]=2)[NH:10][CH:9]=1)=[O:7])([CH3:4])([CH3:2])[CH3:3]. Procedure details: In a round-bottomed flask, 2-(5-difluoromethoxy-1-pyridin-3-ylmethyl-1H-indazol-3-yl)-5-(2-trimethylsilanyl-ethoxymethyl)-5H-pyrrolo[2,3-b]pyrazine-7-carboxylic acid tert-butylamide (124 mg, 0.20 mmol) was dissolved in dichloromethane (1 ml) and trifluoroacetic acid (0.62 ml, 8.05 mmol) was added. The reaction mixture was stirred at room temperature for 2 h then concentrated. The residue was dissolved in dichloromethane (1 ml) and ethylenediamine (0.81 ml, 12.0 mmol) was added. The yellow soluti... The reactants are O=C1CCCC(=O)O1, CCCN1CCNCC1, C1COCCO1. Product: CCCN1CCN(C(=O)CCCC(=O)O)CC1. As a reaction SMILES: [C:1]1(=[O:8])[CH2:2][CH2:3][CH2:4][C:5](=[O:6])[O:7]1.[CH2:9]([CH2:10][CH3:11])[N:12]1[CH2:13][CH2:14][NH:15][CH2:16][CH2:17]1.[O:18]1[CH2:19][CH2:20][O:21][CH2:22][CH2:23]1>>[C:1]([CH2:2][CH2:3][CH2:4][C:5](=[O:6])[N:15]1[CH2:14][CH2:13][N:12]([CH2:9][CH2:10][CH3:11])[CH2:17][CH2:16]1)([OH:7])=[O:8]. The reactants are C=CC(COS(=O)(=O)c1ccc(C)cc1)Oc1c(C=CC)ccc(Cl)c1-c1ccccc1Cl, ClCCCl. The product is Cc1ccc(S(=O)(=O)OCC2C=Cc3ccc(Cl)c(-c4ccccc4Cl)c3O2)cc1. As a reaction SMILES: [CH3:1][c:2]1[cH:3][cH:4][c:5]([S:8](=[O:9])(=[O:10])[O:11][CH2:12][CH:13]([CH:14]=[CH2:25])[O:16][c:17]2[c:18](-[c:27]3[c:28]([Cl:33])[cH:29][cH:30][cH:31][cH:32]3)[c:19]([Cl:26])[cH:20][cH:21][c:22]2[CH:23]=[CH:15][CH3:24])[cH:6][cH:7]1.[Cl:34][CH2:35][CH2:36][Cl:37]>>[CH3:1][c:2]1[cH:3][cH:4][c:5]([S:8](=[O:9])(=[O:10])[O:11][CH2:12][CH:13]2[CH:14]=[CH:23][c:22]3[c:17]([c:18](-[c:27]4[c:28]([Cl:33])[cH:29][cH:30][cH:31][cH:32]4)[c:19]([Cl:26])[cH:20][cH:21]3)[O:16]2)[cH:6][cH:7]1. RXN SMILES: [CH3:18][CH2:19][OH:20].[CH3:1][c:2]1[cH:3][c:4]([CH3:14])[cH:5][c:6]2[c:7]1[c:8]([C:11](=[O:12])[NH2:13])[n:9][s:10]2.[ClH:17].[K+:16].[OH-:15].[OH2:21]>>[CH3:1][c:2]1[cH:3][c:4]([CH3:14])[cH:5][c:6]2[c:7]1[c:8]([C:11](=[O:12])[OH:15])[n:9][s:10]2. The reactants are CCO, Cc1cc(C)c2c(C(N)=O)nsc2c1, Cl, [K+], [OH-], O. Yields the product Cc1cc(C)c2c(C(=O)O)nsc2c1.